This data is from the Open Reaction Database (ORD), a public repository of structured organic reaction records. The task is: describe an organic reaction: reactants, conditions, products, and yield Starting materials: CC(C)N(C=O)C(=O)c1nc(Cl)c(Cl)[nH]1, O=S(=O)(O)O. Yields the product CC(C)NC(=O)c1nc(Cl)c(Cl)[nH]1. As a reaction SMILES: [CH:1](=[O:2])[N:3]([C:4](=[O:5])[c:6]1[nH:7][c:8]([Cl:12])[c:9]([Cl:11])[n:10]1)[CH:13]([CH3:14])[CH3:15].[S:16](=[O:17])(=[O:18])([OH:19])[OH:20]>>[NH:3]([C:4](=[O:5])[c:6]1[nH:7][c:8]([Cl:12])[c:9]([Cl:11])[n:10]1)[CH:13]([CH3:14])[CH3:15]. Product: C1N(CCC2=CC=CC=C12)C[C@H](COC1=CC=C(C=C1)C1=NOC2=C1C=CC(=C2)F)O ((R)-1-(3,4-dihydro-1H-isoquinolin-2-yl)-3-[4-(6-fluoro-benzo[d]isoxazol-3-yl)-phenoxy]-propan-2-ol). Reported procedure: The title compound is prepared from a mixture of (R)-6-fluoro-3-(4-oxiranylmethoxy-phenyl)-benzo[d]isoxazole in dimethylformamide and 1,2,3,4-tetrahydroisoquinoline in ethanol essentially as described above in Example 21. Purity by LC/MS=99%, [M+H]+=419. Reaction SMILES: [F:1][C:2]1[CH:21]=[CH:20][C:5]2[C:6]([C:9]3[CH:14]=[CH:13][C:12]([O:15][CH2:16][C@H:17]4[CH2:19][O:18]4)=[CH:11][CH:10]=3)=[N:7][O:8][C:4]=2[CH:3]=1.[CH3:22][N:23]([CH3:26])C=O>C1C2C(=CC=CC=2)CCN1.C(O)C>[CH2:22]1[C:20]2[C:5](=[CH:4][CH:3]=[CH:2][CH:21]=2)[CH2:6][CH2:26][N:23]1[CH2:19][C@@H:17]([OH:18])[CH2:16][O:15][C:12]1[CH:13]=[CH:14][C:9]([C:6]2[C:5]3[CH:20]=[CH:21][C:2]([F:1])=[CH:3][C:4]=3[O:8][N:7]=2)=[CH:10][CH:11]=1. The reactants are FC1=CC2=C(C(=NO2)C2=CC=C(C=C2)OC[C@@H]2OC2)C=C1 ((R)-6-fluoro-3-(4-oxiranylmethoxy-phenyl)-benzo[d]isoxazole), CN(C=O)C (dimethylformamide). Run in C1NCCC2=CC=CC=C12 (1,2,3,4-tetrahydroisoquinoline), C(C)O (ethanol). Reactants: C1CCOC1, Cc1ccc2c(c1)C1(SCCS1)C(=O)N2CC(N)=O. The product is Cc1ccc2c(c1)CC(=O)N2CC(N)=O. As a reaction SMILES: [CH2:20]1[O:21][CH2:22][CH2:23][CH2:24]1.[CH3:1][c:2]1[cH:3][c:4]2[c:5]([cH:6][cH:7]1)[N:8]([CH2:16][C:17](=[O:18])[NH2:19])[C:9](=[O:15])[C:10]21[S:11][CH2:12][CH2:13][S:14]1>>[CH3:1][c:2]1[cH:3][c:4]2[c:5]([cH:6][cH:7]1)[N:8]([CH2:16][C:17](=[O:18])[NH2:19])[C:9](=[O:15])[CH2:10]2. The reactants are CCOC(=O)C(C)Br, CCO, CS(C)=O, Oc1ncn(-c2cccc(F)c2)n1, [Na]. Yields the product CCOC(=O)C(C)Oc1ncn(-c2cccc(F)c2)n1. Reaction SMILES: [Br:15][CH:16]([C:17](=[O:18])[O:19][CH2:20][CH3:21])[CH3:22].[CH3:23][CH2:24][OH:25].[CH3:26][S:27]([CH3:28])=[O:29].[F:2][c:3]1[cH:4][c:5](-[n:9]2[n:10][c:11]([OH:14])[n:12][cH:13]2)[cH:6][cH:7][cH:8]1.[Na:1]>>[F:2][c:3]1[cH:4][c:5](-[n:9]2[n:10][c:11]([O:14][CH:16]([C:17](=[O:18])[O:19][CH2:20][CH3:21])[CH3:22])[n:12][cH:13]2)[cH:6][cH:7][cH:8]1. Reactants: C(C)(C)N(C(C)C)CC (N,N-diisopropylethylamine), FC(C(=O)O)(F)F.C[C@H](CN1N=CC=C1)N ((R)-1-methyl-2-pyrazol-1-yl-ethylamine trifluoroacetate), F[B-](F)(F)F.N1(N=NC2=C1C=CC=C2)OC(=[N+](C)C)N(C)C (O-benzotriazol-1-yl-N,N,N′,N′-tetramethyluronium tetrafluoroborate), FC1=CC=C2C(=NN(C2=C1)C)C=1N=C2C(=NC1)N(C=C2C(=O)O)COCC[Si](C)(C)C (2-(6-fluoro-1-methyl-1H-indazol-3-yl)-5-(2-trimethylsilanyl-ethoxymethyl)-5H-pyrrolo[2,3-b]pyrazine-7-carboxylic acid). Run in C(C)(=O)OCC (ethyl acetate), O (water), C(C)#N (acetonitrile). Conditions: time 18 hour. Yields the product C[C@H](CN1N=CC=C1)NC(=O)C1=CN(C2=NC=C(N=C21)C2=NN(C1=CC(=CC=C21)F)C)COCC[Si](C)(C)C (2-(6-fluoro-1-methyl-1H-indazol-3-yl)-5-(2-trimethylsilanyl-ethoxymethyl)-5H-pyrrolo[2,3-b]pyrazine-7-carboxylic acid ((R)-1-methyl-2-pyrazol-1-yl-ethyl)-amide). Isolated yield 81.0%. RXN SMILES: FC(F)(F)C(O)=O.[CH3:8][C@@H:9]([NH2:16])[CH2:10][N:11]1[CH:15]=[CH:14][CH:13]=[N:12]1.[F:17][C:18]1[CH:26]=[C:25]2[C:21]([C:22]([C:28]3[N:29]=[C:30]4[C:36]([C:37](O)=[O:38])=[CH:35][N:34]([CH2:40][O:41][CH2:42][CH2:43][Si:44]([CH3:47])([CH3:46])[CH3:45])[C:31]4=[N:32][CH:33]=3)=[N:23][N:24]2[CH3:27])=[CH:20][CH:19]=1.F[B-](F)(F)F.N1(OC(N(C)C)=[N+](C)C)C2C=CC=CC=2N=N1.C(N(CC)C(C)C)(C)C>C(#N)C.C(OCC)(=O)C.O>[CH3:8][C@@H:9]([NH:16][C:37]([C:36]1[C:30]2[C:31](=[N:32][CH:33]=[C:28]([C:22]3[C:21]4[C:25](=[CH:26][C:18]([F:17])=[CH:19][CH:20]=4)[N:24]([CH3:27])[N:23]=3)[N:29]=2)[N:34]([CH2:40][O:41][CH2:42][CH2:43][Si:44]([CH3:47])([CH3:46])[CH3:45])[CH:35]=1)=[O:38])[CH2:10][N:11]1[CH:15]=[CH:14][CH:13]=[N:12]1 |f:0.1,3.4|. Reported procedure: (R)-1-Methyl-2-pyrazol-1-yl-ethylamine trifluoroacetate (crude from Step 4) was dissolved in acetonitrile (1.8 ml) to which was then added 2-(6-fluoro-1-methyl-1H-indazol-3-yl)-5-(2-trimethylsilanyl-ethoxymethyl)-5H-pyrrolo[2,3-b]pyrazine-7-carboxylic acid (80 mg, 0.18 mmol), O-benzotriazol-1-yl-N,N,N′,N′-tetramethyluronium tetrafluoroborate (87 mg, 0.27 mmol) and N,N-diisopropylethylamine (0.16 ml, 0.91 mmol). The reaction was stirred at room temperature for 18 h and then water and ethyl acetat... Reactants: [Cl-].[Ce+3].[Cl-].[Cl-] (cerium(III) chloride), C[Mg]Br (methylmagnesium bromide), C(/C1=CC=CC=C1)=C\1/CC2(C(CCCC=3C2=CC=2C=NN(C2C3)C3=CC=C(C=C3)F)CC1=O)CC (rac-(4aS,12bR,E)-2-benzylidene-12b-ethyl-9-(4-fluorophenyl)-1,4,4a,5,6,7,9,12b-octahydrobenzo[6,7]cyclohepta[1,2-f]indazol-3(2H)-one), C[Mg]Br (Methylmagnesium bromide), C[Mg]Br (methylmagnesium bromide). The solvent is C1CCOC1 (THF), C1CCOC1 (THF), C1CCOC1 (THF). Conditions: temperature 50 celsius, time 15 minute. Yields the product C(/C1=CC=CC=C1)=C\1/CC2(C(CCCC=3C2=CC=2C=NN(C2C3)C3=CC=C(C=C3)F)CC1(O)C)CC (rac-(3R,4aS,12bR,E)-2-benzylidene-12b-ethyl-9-(4-fluorophenyl)-3-methyl-1,2,3,4,4a,5,6,7,9,12b-decahydrobenzo[6,7]cyclohepta[1,2-f]indazol-3-ol). Isolated yield 55.0%. As a reaction SMILES: [Cl-].[Ce+3].[Cl-].[Cl-].[CH3:5][Mg]Br.[CH:8](=[C:15]1/[CH2:16][C:17]2([CH2:41][CH3:42])[C:23]3=[CH:24][C:25]4[CH:26]=[N:27][N:28]([C:31]5[CH:36]=[CH:35][C:34]([F:37])=[CH:33][CH:32]=5)[C:29]=4[CH:30]=[C:22]3[CH2:21][CH2:20][CH2:19][CH:18]2[CH2:38][C:39]/1=[O:40])/[C:9]1[CH:14]=[CH:13][CH:12]=[CH:11][CH:10]=1>C1COCC1>[CH:8](=[C:15]1/[CH2:16][C:17]2([CH2:41][CH3:42])[C:23]3=[CH:24][C:25]4[CH:26]=[N:27][N:28]([C:31]5[CH:32]=[CH:33][C:34]([F:37])=[CH:35][CH:36]=5)[C:29]=4[CH:30]=[C:22]3[CH2:21][CH2:20][CH2:19][CH:18]2[CH2:38][C:39]/1([CH3:5])[OH:40])/[C:9]1[CH:10]=[CH:11][CH:12]=[CH:13][CH:14]=1 |f:0.1.2.3|. Reported procedure: THF (2 mL) was added to cerium(III) chloride (0.130 g, 0.527 mmol). The suspension was warmed to about 50° C. for about 30 min then cooled to about −78° C. A solution of methylmagnesium bromide (3.0 M solution in Et2O, 0.165 mL, 0.495 mmol) and THF (2 mL) was added dropwise and the reaction mixture was stirred for about 15 min. A solution of rac-(4aS,12bR,E)-2-benzylidene-12b-ethyl-9-(4-fluorophenyl)-1,4,4a,5,6,7,9,12b-octahydrobenzo[6,7]cyclohepta[1,2-f]indazol-3 (2H)-one (53, R1=4-Fluorophenyl...